This data is from the Open Reaction Database (ORD), a public repository of structured organic reaction records. The task is: describe an organic reaction: reactants, conditions, products, and yield RXN SMILES: Cl[CH2:2][CH2:3][O:4][C:5]([O:20][CH2:21][CH2:22]Cl)([C:12]([C:14]1[CH:19]=[CH:18][CH:17]=[CH:16][CH:15]=1)=[O:13])[C:6]1[CH:11]=[CH:10][CH:9]=[CH:8][CH:7]=1.[CH3:24][N:25]1[CH2:30][CH2:29][NH:28][CH2:27][CH2:26]1.[C:31]1([CH3:37])C=CC=CC=1>O>[CH3:24][N:25]1[CH2:30][CH2:29][N:28]([CH2:2][CH2:3][O:4][C:5]([O:20][CH2:21][CH2:22][N:28]2[CH2:37][CH2:31][N:25]([CH3:24])[CH2:26][CH2:27]2)([C:6]2[CH:11]=[CH:10][CH:9]=[CH:8][CH:7]=2)[C:12]([C:14]2[CH:19]=[CH:18][CH:17]=[CH:16][CH:15]=2)=[O:13])[CH2:27][CH2:26]1. The product is CN1CCN(CC1)CCOC(C(=O)C1=CC=CC=C1)(C1=CC=CC=C1)OCCN1CCN(CC1)C (2,2-di-(2-(4-methylpiperazino)ethoxy)-1,2-diphenyl-ethanone). Run in O (water). Procedure details: With stirring, 23.6 g (0.067 mole) of benzil-di-(2-chloroethyl)ketal and 120 g (1.2 moles) of N-methylpiperazine are kept for 3 hours at 95° C. After cooling, 250 ml of toluene are added and the reaction mixture is poured into water. The aqueous layer is extracted with toluene and the toluene layer is subsequently washed neutral with water. The toluene layer is dried over Na2SO4, concentrated and dried in a high vacuum. Reactants: ClCCOC(C1=CC=CC=C1)(C(=O)C1=CC=CC=C1)OCCCl (benzil-di-(2-chloroethyl)ketal), CN1CCNCC1 (N-methylpiperazine), C1(=CC=CC=C1)C (toluene). Reactants: CCCc1ccc(O)cc1, CC(=O)O, O, O=[N+]([O-])O. The product is CCCc1ccc(O)c([N+](=O)[O-])c1. As a reaction SMILES: [CH2:1]([CH2:2][CH3:3])[c:4]1[cH:5][cH:6][c:7]([OH:10])[cH:8][cH:9]1.[CH3:11][C:12](=[O:13])[OH:14].[OH2:19].[OH:15][N+:16]([O-:17])=[O:18]>>[CH2:1]([CH2:2][CH3:3])[c:4]1[cH:5][c:6]([N+:16](=[O:15])[O-:17])[c:7]([OH:10])[cH:8][cH:9]1. Reactants: Cl (HCl), ketone, ClC12C(C(CCC2O1)(F)F)C (1-chloro-3,3-difluoro-2-methyl-7-oxabicyclo[4.1.0]heptane), ClC12C(C(CCC2O1)(F)F)C (1-chloro-3,3-difluoro-2-methyl-7-oxabicyclo[4.1.0]heptane), ClC12C(C(CCC2O1)(F)F)C (1-chloro-3,3-difluoro-2-methyl-7-oxabicyclo[4.1.0]heptane), ClC12C(C(CCC2O1)(F)F)C (1-chloro-3,3-difluoro-2-methyl-7-oxabicyclo[4.1.0]heptane). Reagents/catalysts: CN(C)C=1C=CN=CC1 (DMAP). The solvent is CN(C)C=O (DMF). Reaction conditions: time 7.5 minute. Product: FC=1C(=C(C=CC1)O)C (3-fluoro-2-methylphenol). Yield: 21.5%. RXN SMILES: Cl[C:2]12[O:8][CH:7]1[CH2:6][CH2:5][C:4](F)([F:9])[CH:3]2[CH3:11].Cl>CN(C=O)C.CN(C1C=CN=CC=1)C>[F:9][C:4]1[C:3]([CH3:11])=[C:2]([OH:8])[CH:7]=[CH:6][CH:5]=1. Procedure details: 0.65 g (3.69 mmol) of epoxide 2l (a mixture of 2l, 2l', 2l" above) in solution in 3 cm3 of anhydrous DMF were heated to reflux for 3 h; 91% of transposition ketone 6b was then detected by macrobore GC (verification by mass/GC coupling). 0.86 g (2 eq.) of DMAP were then added and the mixture was again heated to reflux for 3 h. It was acidified (pH=1) with 3N HCl, extracted with ether, concentrated, and a 3N sodium hydroxide solution was added to the ether phase (while the mixture was kept stirred... The reactants are O.NN (hydrazine monohydrate), C1(C=2C(C(N1CCCP(OCC)(OCC)=O)=O)=CC=CC2)=O (diethyl phthalimidopropylphosphonate). Run in C(C)O (ethanol). Run at time 12 hour. Product: NCCCP(OCC)(OCC)=O (diethyl 3-aminopropylphosphonate). The yield is 51.1%. Reaction SMILES: O.NN.C1(=O)[N:8]([CH2:9][CH2:10][CH2:11][P:12](=[O:19])([O:16][CH2:17][CH3:18])[O:13][CH2:14][CH3:15])C(=O)C2=CC=CC=C12>C(O)C>[NH2:8][CH2:9][CH2:10][CH2:11][P:12](=[O:19])([O:13][CH2:14][CH3:15])[O:16][CH2:17][CH3:18] |f:0.1|. Procedure details: To this end, 23.08 g (46.1 mmol) of hydrazine monohydrate are added dropwise to 15 g (46.1 mmol) of diethyl phthalimidopropylphosphonate in about 500 ml of absolute ethanol. The reaction medium is stirred for 12 hours. The salts formed are filtered off and washed with ethanol. After evaporating off the ethanol, salts are again formed. These salts are washed with CH2Cl2 and filtered on a Millipore membrane (0.45 μm). The filtrate is recovered and the CH2Cl2 is evaporated off. A yellow oil is obta... Reactants: CS(=O)(=O)c1cccc(NC(=O)Oc2ccccc2)c1, CS(C)=O, CCOC(C)=O, N#Cc1cc2c(Oc3ccc(N)cc3)ccnc2cc1OCc1ccccc1. Product: CS(=O)(=O)c1cccc(NC(=O)Nc2ccc(Oc3ccnc4cc(OCc5ccccc5)c(C#N)cc34)cc2)c1. Reaction SMILES: [CH3:29][S:30](=[O:31])(=[O:32])[c:33]1[cH:34][c:35]([NH:39][C:40]([O:41][c:43]2[cH:44][cH:45][cH:46][cH:47][cH:48]2)=[O:42])[cH:36][cH:37][cH:38]1.[CH3:49][S:50]([CH3:51])=[O:52].[CH3:53][CH2:54][O:55][C:56](=[O:57])[CH3:58].[NH2:1][c:2]1[cH:3][cH:4][c:5]([O:6][c:7]2[cH:8][cH:9][n:10][c:11]3[cH:12][c:13]([O:19][CH2:20][c:21]4[cH:22][cH:23][cH:24][cH:25][cH:26]4)[c:14]([C:17]#[N:18])[cH:15][c:16]23)[cH:27][cH:28]1>>[NH:1]([c:2]1[cH:3][cH:4][c:5]([O:6][c:7]2[cH:8][cH:9][n:10][c:11]3[cH:12][c:13]([O:19][CH2:20][c:21]4[cH:22][cH:23][cH:24][cH:25][cH:26]4)[c:14]([C:17]#[N:18])[cH:15][c:16]23)[cH:27][cH:28]1)[C:40]([NH:39][c:35]1[cH:34][c:33]([S:30]([CH3:29])(=[O:31])=[O:32])[cH:38][cH:37][cH:36]1)=[O:41]. Starting materials: CC(C)(C)OC(=O)NCC(Cc1ccccc1)NC(=O)c1cc(Br)sc1-c1ccoc1, Cn1nccc1B1OCC(C)(C)CO1, [K+], [K+], O=C([O-])[O-], C1COCCO1, O, c1ccc(P(c2ccccc2)(c2ccccc2)[Pd](P(c2ccccc2)(c2ccccc2)c2ccccc2)(P(c2ccccc2)(c2ccccc2)c2ccccc2)P(c2ccccc2)(c2ccccc2)c2ccccc2)cc1. Reaction SMILES: [Br:1][c:2]1[cH:3][c:4]([C:12](=[O:13])[NH:14][CH:15]([CH2:16][NH:17][C:18]([O:19][C:20]([CH3:21])([CH3:22])[CH3:23])=[O:24])[CH2:25][c:26]2[cH:27][cH:28][cH:29][cH:30][cH:31]2)[c:5](-[c:7]2[cH:8][o:9][cH:10][cH:11]2)[s:6]1.[CH3:32][C:33]1([CH3:34])[CH2:35][O:36][B:37]([c:39]2[cH:40][cH:41][n:42][n:43]2[CH3:44])[O:38][CH2:45]1.[K+:46].[K+:47].[O-:48][C:49]([O-:50])=[O:51].[O:52]1[CH2:53][CH2:54][O:55][CH2:56][CH2:57]1.[OH2:58].[cH:59]1[cH:60][cH:61][c:62]([P:63]([Pd:64]([P:65]([c:66]2[cH:67][cH:68][cH:69][cH:70][cH:71]2)([c:72]2[cH:73][cH:74][cH:75][cH:76][cH:77]2)[c:78]2[cH:79][cH:80][cH:81][cH:82][cH:83]2)([P:84]([c:85]2[cH:86][cH:87][cH:88][cH:89][cH:90]2)([c:91]2[cH:92][cH:93][cH:94][cH:95][cH:96]2)[c:97]2[cH:98][cH:99][cH:100][cH:101][cH:102]2)[P:103]([c:104]2[cH:105][cH:106][cH:107][cH:108][cH:109]2)([c:110]2[cH:111][cH:112][cH:113][cH:114][cH:115]2)[c:116]2[cH:117][cH:118][cH:119][cH:120][cH:121]2)([c:122]2[cH:123][cH:124][cH:125][cH:126][cH:127]2)[c:128]2[cH:129][cH:130][cH:131][cH:132][cH:133]2)[cH:134][cH:135]1>>[c:2]1(-[c:39]2[cH:40][cH:41][n:42][n:43]2[CH3:44])[cH:3][c:4]([C:12](=[O:13])[NH:14][CH:15]([CH2:16][NH:17][C:18]([O:19][C:20]([CH3:21])([CH3:22])[CH3:23])=[O:24])[CH2:25][c:26]2[cH:27][cH:28][cH:29][cH:30][cH:31]2)[c:5](-[c:7]2[cH:8][o:9][cH:10][cH:11]2)[s:6]1. The product is Cn1nccc1-c1cc(C(=O)NC(CNC(=O)OC(C)(C)C)Cc2ccccc2)c(-c2ccoc2)s1. Starting materials: C([O-])([O-])=O.[Cs+].[Cs+] (Caesium carbonate), OC=1C=C(C=O)C=CC1OC (3-hydroxy-4-methoxybenzaldehyde), C1(CCCC1)Br (cyclopentyl bromide), C1(CCCC1)Br (cyclopentyl bromide), C([O-])([O-])=O.[Cs+].[Cs+] (caesium carbonate). Run in CN(C)C=O (DMF). Run at time 16 hour. Product: C1(CCCC1)OC=1C=C(C=O)C=CC1OC (3--Cyclopentyloxy-4-methoxybenzaldehyde). Isolated yield 89.4%. RXN SMILES: C(=O)([O-])[O-].[Cs+].[Cs+].[OH:7][C:8]1[CH:9]=[C:10]([CH:13]=[CH:14][C:15]=1[O:16][CH3:17])[CH:11]=[O:12].[CH:18]1(Br)[CH2:22][CH2:21][CH2:20][CH2:19]1>CN(C=O)C>[CH:18]1([O:7][C:8]2[CH:9]=[C:10]([CH:13]=[CH:14][C:15]=2[O:16][CH3:17])[CH:11]=[O:12])[CH2:22][CH2:21][CH2:20][CH2:19]1 |f:0.1.2|. Reported procedure: Caesium carbonate (214 g, 0.66 mol) was added to a mixture of 3-hydroxy-4-methoxybenzaldehyde (100 g, 0.66 mol) and cyclopentyl bromide (98 g, 0.66 mol) in anhydrous DMF (50 ml). The reaction mixture was stirred at RT for 16 h then treated with a further portion of cyclopentyl bromide (98 g, 0.66 mol) and caesium carbonate (214 g, 0.66 mol). After a further 6 h at RT, the mixture was filtered and concentrated in vacuo. The residue was dissolved in dichloromethane (300 ml) and washed with sodium ... Reactants: O=S(=O)(c1ccccc1)n1ccc2c(Br)ccnc21, [Li]CCCC, CCN(C(C)C)C(C)C, [Cl-], CI, [NH4+], C1CCOC1. Yields the product Cc1cc2c(Br)ccnc2n1S(=O)(=O)c1ccccc1. RXN SMILES: [Br:15][c:16]1[c:17]2[c:18]([n:19][cH:20][cH:21]1)[n:22]([S:25](=[O:26])(=[O:27])[c:28]1[cH:29][cH:30][cH:31][cH:32][cH:33]1)[cH:23][cH:24]2.[CH2:10]([Li:11])[CH2:12][CH2:13][CH3:14].[CH:1]([N:2]([CH:3]([CH3:4])[CH3:5])[CH2:6][CH3:7])([CH3:8])[CH3:9].[Cl-:36].[I:34][CH3:35].[NH4+:37].[O:38]1[CH2:39][CH2:40][CH2:41][CH2:42]1>>[CH3:1][c:23]1[n:22]([S:25](=[O:26])(=[O:27])[c:28]2[cH:29][cH:30][cH:31][cH:32][cH:33]2)[c:18]2[c:17]([c:16]([Br:15])[cH:21][cH:20][n:19]2)[cH:24]1.